This data is from the Open Reaction Database (ORD), a public repository of structured organic reaction records. The task is: describe an organic reaction: reactants, conditions, products, and yield The reactants are [Al+3], CCOC(C)=O, C=CCC(C(=O)OCC)C1CCCC1, [F-], [H-], [H-], [H-], [H-], [Li+], [Na+], C1CCOC1, O. Yields the product C=CCC(CO)C1CCCC1. RXN SMILES: [Al+3:16].[CH3:29][CH2:30][O:31][C:32](=[O:33])[CH3:34].[CH:1]1([CH:6]([C:7](=[O:8])[O:9][CH2:10][CH3:11])[CH2:12][CH:13]=[CH2:14])[CH2:2][CH2:3][CH2:4][CH2:5]1.[F-:21].[H-:15].[H-:18].[H-:19].[H-:20].[Li+:17].[Na+:22].[O:23]1[CH2:24][CH2:25][CH2:26][CH2:27]1.[OH2:28]>>[CH:1]1([CH:6]([CH2:7][OH:8])[CH2:12][CH:13]=[CH2:14])[CH2:2][CH2:3][CH2:4][CH2:5]1. Starting materials: C(C)OC(=O)C1(C(C1)C=C)NC(=O)C1N(CC(C1)OC1=CC(=NC2=CC(=CC=C12)OC)C1=CC=CC=C1)C(C(C(C)(C)C)NC(=O)OC)=O (1-{[1-(2-methoxycarbonylamino-3,3-dimethyl-butyryl)-4-(7-methoxy-2-phenyl-quinolin-4-yloxy)-pyrrolidine-2-carbonyl]-amino}-2-vinyl-cyclopropane-carboxylic acid ethyl ester), O.[OH-].[Li+] (lithium hydroxide monohydrate), Cl (HCl). The solvent is C1CCOC1 (THF), CO (methanol), O (water). Run at time 8 hour. The product is COC(=O)NC(C(=O)N1C(CC(C1)OC1=CC(=NC2=CC(=CC=C12)OC)C1=CC=CC=C1)C(=O)NC1(C(C1)C=C)C(=O)O)C(C)(C)C (1-{[1-(2-Methoxycarbonylamino-3,3-dimethyl-butyryl)-4-(7-methoxy-2-phenyl-quinolin-4-yloxy)-pyrrolidine-2-carbonyl]-amino}-2-vinyl-cyclopropanecarboxylic acid). Yield: 69.0%. RXN SMILES: C([O:3][C:4]([C:6]1([NH:11][C:12]([CH:14]2[CH2:18][CH:17]([O:19][C:20]3[C:29]4[C:24](=[CH:25][C:26]([O:30][CH3:31])=[CH:27][CH:28]=4)[N:23]=[C:22]([C:32]4[CH:37]=[CH:36][CH:35]=[CH:34][CH:33]=4)[CH:21]=3)[CH2:16][N:15]2[C:38](=[O:49])[CH:39]([NH:44][C:45]([O:47][CH3:48])=[O:46])[C:40]([CH3:43])([CH3:42])[CH3:41])=[O:13])[CH2:8][CH:7]1[CH:9]=[CH2:10])=[O:5])C.O.[OH-].[Li+].Cl>C1COCC1.CO.O>[CH3:48][O:47][C:45]([NH:44][CH:39]([C:40]([CH3:43])([CH3:42])[CH3:41])[C:38]([N:15]1[CH2:16][CH:17]([O:19][C:20]2[C:29]3[C:24](=[CH:25][C:26]([O:30][CH3:31])=[CH:27][CH:28]=3)[N:23]=[C:22]([C:32]3[CH:33]=[CH:34][CH:35]=[CH:36][CH:37]=3)[CH:21]=2)[CH2:18][CH:14]1[C:12]([NH:11][C:6]1([C:4]([OH:5])=[O:3])[CH2:8][CH:7]1[CH:9]=[CH2:10])=[O:13])=[O:49])=[O:46] |f:1.2.3|. Reported procedure: To a solution of 1-{[1-(2-methoxycarbonylamino-3,3-dimethyl-butyryl)-4-(7-methoxy-2-phenyl-quinolin-4-yloxy)-pyrrolidine-2-carbonyl]-amino}-2-vinyl-cyclopropane-carboxylic acid ethyl ester (410 mg, 0. 52 mmol) in THF (20 mL), methanol (11.5 mL) and water (3.8 mL) mixture, lithium hydroxide monohydrate (328 mg, 7.82 mmol) was added. The reaction mixture was stirred at rt for overnight. Then it was acidified with 1N HCl solution and concentrated. The residue was extracted with EtOAc twice and the ... The reactants are ClC=1C(=NC=NC1Cl)N (5,6-dichloropyrimidin-4-amine), NC=1C=C(C=CC1)O (3-aminophenol), CC1(OB(OC1(C)C)C1=CC=C(OC2=NC=CC=C2)C=C1)C (2-(4-(4,4,5,5-tetramethyl-1,3,2-dioxaborolan-2-yl)phenoxy)pyridine), C(C=C)(=O)Cl (acryloyl chloride). Yields the product NC1=C(C(=NC=N1)OC=1C=C(C=CC1)NC(C=C)=O)C1=CC=C(C=C1)OC1=NC=CC=C1 (N-(3-((6-amino-5-(4-(pyridin-2-yloxy)phenyl)pyrimidin-4-yl)oxy)phenyl)acrylamide). Reaction SMILES: Cl[C:2]1[C:3]([NH2:9])=[N:4][CH:5]=[N:6][C:7]=1Cl.[NH2:10][C:11]1[CH:12]=[C:13]([OH:17])[CH:14]=[CH:15][CH:16]=1.CC1(C)C(C)(C)OB([C:26]2[CH:38]=[CH:37][C:29]([O:30][C:31]3[CH:36]=[CH:35][CH:34]=[CH:33][N:32]=3)=[CH:28][CH:27]=2)O1.[C:40](Cl)(=[O:43])[CH:41]=[CH2:42]>>[NH2:9][C:3]1[N:4]=[CH:5][N:6]=[C:7]([O:17][C:13]2[CH:12]=[C:11]([NH:10][C:40](=[O:43])[CH:41]=[CH2:42])[CH:16]=[CH:15][CH:14]=2)[C:2]=1[C:26]1[CH:38]=[CH:37][C:29]([O:30][C:31]2[CH:36]=[CH:35][CH:34]=[CH:33][N:32]=2)=[CH:28][CH:27]=1. Reported procedure: N-(3-((6-amino-5-(4-(pyridin-2-yloxy)phenyl)pyrimidin-4-yl)oxy)phenyl)acrylamide was prepared from 5,6-dichloropyrimidin-4-amine, 3-aminophenol, 2-(4-(4,4,5,5-tetramethyl-1,3,2-dioxaborolan-2-yl)phenoxy)pyridine, and acryloyl chloride using methods A, C, and F. HPLC: 100%. MS: m/z=426 [M+H]+. 1H-NMR (DMSO-D6) δ 10.22 (s, 1H), 8.20 (d, 1H), 8.08 (s, 1H), 7.87 (t, 1H), 7.50 (s, 1H), 7.46 (d, 2H), 7.39 (d, 1H), 7.30 (t, 1H), 7.23 (d, 2H), 7.16 (m, 1H), 7.07 (d, 1H), 6.80 (d, 1H), 6.58 (broad s, 2H)...